From a dataset of the Open Reaction Database (ORD), a public repository of structured organic reaction records. describe an organic reaction: reactants, conditions, products, and yield The reactants are Cl (HCl), C([O-])([O-])=O.[K+].[K+] (Potassium carbonate), OC1=CC2=CC=C(C=C2C=C1)O (2,6-dihydroxynaphthalene), S(=O)(=O)(OC)OC (Dimethyl sulfate). Run in CN(C=O)C (N,N-dimethylformamide). Run at time 30 minute. Product: COC=1C=C2C=CC(=CC2=CC1)O (6-Methoxy-2-naphthol). Yield: 29.4%. As a reaction SMILES: [C:1](=O)([O-])[O-].[K+].[K+].[OH:7][C:8]1[CH:17]=[CH:16][C:15]2[C:10](=[CH:11][CH:12]=[C:13]([OH:18])[CH:14]=2)[CH:9]=1.S(OC)(OC)(=O)=O.Cl>CN(C)C=O>[CH3:1][O:7][C:8]1[CH:9]=[C:10]2[C:15](=[CH:16][CH:17]=1)[CH:14]=[C:13]([OH:18])[CH:12]=[CH:11]2 |f:0.1.2|. Reported procedure: Potassium carbonate (1.244 g) was added to a solution of commercially available 2,6-dihydroxynaphthalene (961 mg) in N,N-dimethylformamide (100 ml), and the admixture was stirred at room temperature for 30 minutes. Dimethyl sulfate (1.14 ml) was slowly added dropwise to the mixture and the resulting mixture was further stirred at room temperature overnight. The reaction mixture thus prepared was neutralized with a 2N HCl solution and then partitioned between water and ethyl acetate, and the ethy... Reactants: ClC1=NC=C(C=C1C(=O)N[C@@H](C)C1=CC=C(C(=O)OC)C=C1)Cl (Methyl 4-((1S)-1-{[(2,5-dichloropyridin-3-yl)carbonyl]amino}ethyl)benzoate), ClC=1C(=C(C=CC1)O)F (3-chloro-2-fluorophenol). Yields the product ClC=1C=C(C(=NC1)OC1=C(C(=CC=C1)Cl)F)C(=O)N[C@@H](C)C1=CC=C(C(=O)OC)C=C1 (Methyl 4-[(1S)-1-({[5-chloro-2-(3-chloro-2-fluorophenoxy)pyridin-3-yl]carbonyl}amino)ethyl]benzoate). RXN SMILES: Cl[C:2]1[C:7]([C:8]([NH:10][C@H:11]([C:13]2[CH:22]=[CH:21][C:16]([C:17]([O:19][CH3:20])=[O:18])=[CH:15][CH:14]=2)[CH3:12])=[O:9])=[CH:6][C:5]([Cl:23])=[CH:4][N:3]=1.[Cl:24][C:25]1[C:26]([F:32])=[C:27]([OH:31])[CH:28]=[CH:29][CH:30]=1>>[Cl:23][C:5]1[CH:6]=[C:7]([C:8]([NH:10][C@H:11]([C:13]2[CH:22]=[CH:21][C:16]([C:17]([O:19][CH3:20])=[O:18])=[CH:15][CH:14]=2)[CH3:12])=[O:9])[C:2]([O:31][C:27]2[CH:28]=[CH:29][CH:30]=[C:25]([Cl:24])[C:26]=2[F:32])=[N:3][CH:4]=1. Procedure: The title compound was prepared according to the procedure described in step 2 of Example 45 from methyl 4-((1S)-1-{[(2,5-dichloropyridin-3-yl)carbonyl]amino}ethyl)benzoate (step 1 of Example 48) and 3-chloro-2-fluorophenol: 1H-NMR (CDCl3) δ 8.55 (1H, d, J=2.7 Hz), 8.11 (1H, d, J=2.7 Hz), 8.03–8.00 (2H, m), 7.96–7.93 (1H, m), 7.45–7.35 (3H, m), 7.27–7.15 (2H, m), 5.43–5.35 (1H, m), 3.90 (3H, s), 1.61 (3H, d, J=7.0 Hz); MS (ESI) m/z 463 (M+H)+, 461 (M−H)−. Starting materials: BrCCCCCCBr, CN(C)C=O, CCCCCC, [H-], O=C1CCCCN1, [Na+], O. Yields the product O=C1CCCCN1CCCCCCBr. Reaction SMILES: [Br:3][CH2:4][CH2:5][CH2:6][CH2:7][CH2:8][CH2:9][Br:10].[CH3:18][N:19]([CH3:20])[CH:21]=[O:22].[CH3:24][CH2:25][CH2:26][CH2:27][CH2:28][CH3:29].[H-:1].[NH:11]1[C:12](=[O:17])[CH2:13][CH2:14][CH2:15][CH2:16]1.[Na+:2].[OH2:23]>>[CH2:4]([CH2:5][CH2:6][CH2:7][CH2:8][CH2:9][Br:10])[N:11]1[C:12](=[O:17])[CH2:13][CH2:14][CH2:15][CH2:16]1. Starting materials: ClC1=CC(=C(C=C1)NN)F (4-chloro-2-fluorophenylhydrazine), CCOC(=O)CC1CCCCC1=O (ethyl 2-cyclohexanoneacetate). Run in C(C)(=O)O (acetic acid). The product is ClC1=CC(=C(C=C1)N1N=C2CCCCC2CC1=O)F (2-(4-chloro-2-fluorophenyl)-4,4a,5,6,7,8-hexahydro-3(2H)-cinnolinone). Reaction SMILES: [Cl:1][C:2]1[CH:7]=[CH:6][C:5]([NH:8][NH2:9])=[C:4]([F:10])[CH:3]=1.CC[O:13][C:14]([CH2:16][CH:17]1[C:22](=O)[CH2:21][CH2:20][CH2:19][CH2:18]1)=O>C(O)(=O)C>[Cl:1][C:2]1[CH:7]=[CH:6][C:5]([N:8]2[C:14](=[O:13])[CH2:16][CH:17]3[C:18]([CH2:19][CH2:20][CH2:21][CH2:22]3)=[N:9]2)=[C:4]([F:10])[CH:3]=1. Reported procedure: 8.0 Parts of 4-chloro-2-fluorophenylhydrazine and 9.2 parts of ethyl 2-cyclohexanoneacetate [bp 92°-93°, 0.5 mm Hg; prepared by the method described by A. Sergre, et al., J. Amer. Chem. Soc., 79 3503 (1957)] were dissolved in 75 parts of glacial acetic acid, and the resulting solution was refluxed for 16 hours. The reaction solvent was removed under a reduced pressure of 300 mm Hg, and the residual brown oil was dissolved in 150 parts of methylene chloride. The organic solution was washed with s... Reactants: O[C@@H]1CC[C@H](CC1)N1C(NC2=C1C=CC(=C2)C(F)(F)F)=O (1-(trans-4-hydroxycyclohexyl)-5-trifluoromethyl-2,3-dihydro-1H-benzimidazol-2-one), [H-].[Na+] (sodium hydride), COC=1C=C(CBr)C=CC1OC (3,4-dimethoxybenzylbromide). Procedure details: To a solution of 1-(trans-4-hydroxycyclohexyl)-5-trifluoromethyl-2,3-dihydro-1H-benzimidazol-2-one (200 mg) in anhydrous N,N-dimethylformamide (2 mL) was added portionwise sodium hydride (29.3 mg, 60% dispersion in mineral oil) at 5° C. under nitrogen atmosphere, and the mixture was stirred at room temperature for 30 minutes. After adding 3,4-dimethoxybenzylbromide (154 mg), the mixture was stirred at room temperature for 2 hours. The mixture was partitioned between ethyl acetate and water. The ... Run in CN(C=O)C (N,N-dimethylformamide). Isolated yield 72.6%. Reaction conditions: time 30 minute. The product is COC=1C=C(CN2C(N(C3=C2C=C(C=C3)C(F)(F)F)[C@@H]3CC[C@H](CC3)O)=O)C=CC1OC (3-(3,4-dimethoxybenzyl)-1-(trans-4-hydroxycyclohexyl)-5-trifluoromethyl-2,3-dihydro-1H-benzimidazol-2-one). As a reaction SMILES: [OH:1][C@H:2]1[CH2:7][CH2:6][C@H:5]([N:8]2[C:12]3[CH:13]=[CH:14][C:15]([C:17]([F:20])([F:19])[F:18])=[CH:16][C:11]=3[NH:10][C:9]2=[O:21])[CH2:4][CH2:3]1.[H-].[Na+].[CH3:24][O:25][C:26]1[CH:27]=[C:28]([CH:31]=[CH:32][C:33]=1[O:34][CH3:35])[CH2:29]Br>CN(C)C=O>[CH3:24][O:25][C:26]1[CH:27]=[C:28]([CH:31]=[CH:32][C:33]=1[O:34][CH3:35])[CH2:29][N:10]1[C:11]2[CH:16]=[C:15]([C:17]([F:20])([F:18])[F:19])[CH:14]=[CH:13][C:12]=2[N:8]([C@H:5]2[CH2:6][CH2:7][C@H:2]([OH:1])[CH2:3][CH2:4]2)[C:9]1=[O:21] |f:1.2|. Reactants: CC=CCBr, C[Si](C)(C)C#CCOC1CCCCO1. Product: CC=CCC(C#C[Si](C)(C)C)OC1CCCCO1. Reaction SMILES: [Br:15][CH2:16][CH:17]=[CH:18][CH3:19].[CH3:1][Si:2]([C:3]#[C:4][CH2:5][O:6][CH:7]1[O:8][CH2:9][CH2:10][CH2:11][CH2:12]1)([CH3:13])[CH3:14]>>[CH3:1][Si:2]([C:3]#[C:4][CH:5]([O:6][CH:7]1[O:8][CH2:9][CH2:10][CH2:11][CH2:12]1)[CH2:16][CH:17]=[CH:18][CH3:19])([CH3:13])[CH3:14]. Starting materials: C=CCCC(=O)Cl, O=C([O-])[O-], CNOC, CNOC, [Cl-], O=C(Cl)C(=O)Cl, ClCCl, Cl, [K+], [K+], O, C=CCCC(=O)O. Yields the product C=CCCC(=O)N(C)OC. As a reaction SMILES: [C:14]([Cl:15])(=[O:16])[CH2:17][CH2:18][CH:19]=[CH2:20].[C:25](=[O:26])([O-:27])[O-:28].[CH3:21][NH:22][O:23][CH3:24].[CH3:32][NH:33][O:34][CH3:35].[Cl-:36].[Cl:1][C:2]([C:3]([Cl:4])=[O:5])=[O:6].[Cl:37][CH2:38][Cl:39].[ClH:31].[K+:29].[K+:30].[OH2:40].[OH:7][C:8](=[O:9])[CH2:10][CH2:11][CH:12]=[CH2:13]>>[O:7]=[C:8]([CH2:10][CH2:11][CH:12]=[CH2:13])[N:22]([CH3:21])[O:23][CH3:24]. Reactants: BrC=1C(=CC=C2N=C(C(=NC12)NC(C)(C)C)C)F (8-bromo-N-(tert-butyl)-7-fluoro-3-methylquinoxalin-2-amine), BrC=1C(=CC=C2N=C(C(NC12)=O)C)F (8-bromo-7-fluoro-3-methylquinoxalin-2(1H)-one), C(C)(C)N (isopropylamine). The solvent is CS(=O)C (DMSO). Product: BrC=1C(=CC=C2N=C(C(=NC12)NC(C)C)C)F (8-bromo-7-fluoro-N-isopropyl-3-methylquinoxalin-2-amine). Yield: 91.0%. Reaction SMILES: [Br:1][C:2]1[C:3]([F:18])=[CH:4][CH:5]=[C:6]2[C:11]=1[N:10]=[C:9]([NH:12][C:13](C)([CH3:15])[CH3:14])[C:8]([CH3:17])=[N:7]2.BrC1C(F)=CC=C2C=1NC(=O)C(C)=N2.C(N)(C)C>CS(C)=O>[Br:1][C:2]1[C:3]([F:18])=[CH:4][CH:5]=[C:6]2[C:11]=1[N:10]=[C:9]([NH:12][CH:13]([CH3:14])[CH3:15])[C:8]([CH3:17])=[N:7]2. Procedure: This compound (594 mg, 1.99 mmol, 91% yield) as an orange crystalline solid was prepared according to the procedure described for Intermediate 605a, using 5-bromo-3-chloro-6-fluoro-2-methylquinoxaline (600) (600 mg, 2.17 mmol) and isopropylamine (0.94 mL, 10.9 mmol) in DMSO (5.0 mL) as the starting materials. 1H NMR (400 MHz, CDCl3) δ ppm 7.73 (1H, dd, J=9.0, 5.9 Hz), 7.15 (1H, t, J=8.6 Hz), 4.68-4.82 (1H, m), 4.52 (1H, dq, J=13.2, 6.5 Hz), 2.53 (3H, s), 1.39 (6H, d, J=6.5 Hz). 19F NMR (376 MHz,...